This data is from the Open Reaction Database (ORD), a public repository of structured organic reaction records. The task is: describe an organic reaction: reactants, conditions, products, and yield The reactants are ClC=1C=CC2=C(N=C(O2)C)C1 (5-chloro-2-methylbenzoxazole), CS(=O)(=O)NCCOS(=O)(=O)C1=CC=C(C=C1)Cl (2-methanesulfonylaminoethyl-4-chlorobenzenesulfonate). The product is ClC=1C=CC2=C([N+](=C(O2)C)CCNS(=O)(=O)C)C1.ClC1=CC=C(C=C1)S(=O)(=O)[O-] (5-chloro-3-(2-methanesulfonylaminoethyl)-2-methylbenzoxazolium 4-chlorobenzenesulfonate). RXN SMILES: [Cl:1][C:2]1[CH:3]=[CH:4][C:5]2[O:9][C:8]([CH3:10])=[N:7][C:6]=2[CH:11]=1.[CH3:12][S:13]([NH:16][CH2:17][CH2:18][O:19][S:20]([C:23]1[CH:28]=[CH:27][C:26]([Cl:29])=[CH:25][CH:24]=1)(=[O:22])=[O:21])(=[O:15])=[O:14]>>[Cl:1][C:2]1[CH:3]=[CH:4][C:5]2[O:9][C:8]([CH3:10])=[N+:7]([CH2:18][CH2:17][NH:16][S:13]([CH3:12])(=[O:15])=[O:14])[C:6]=2[CH:11]=1.[Cl:29][C:26]1[CH:25]=[CH:24][C:23]([S:20]([O-:22])(=[O:19])=[O:21])=[CH:28][CH:27]=1 |f:2.3|. Procedure details: The desired crystal was obtained by carrying out the same synthesis as used in Synthesis Example 1 using 4.2 g (25 mmols) of 5-chloro-2-methylbenzoxazole and 15.7 g (50 mmols) of 2-methanesulfonylaminoethyl-4-chlorobenzenesulfonate. Yield: 7.3 g (60.8%).